Dataset: the Open Reaction Database (ORD), a public repository of structured organic reaction records. Task: describe an organic reaction: reactants, conditions, products, and yield The reactants are C(C)(C)(C)OC(=O)N1CCC2(CO2)CC1 (6-aza-1-oxaspiro[2.5]octane-6-carboxylic acid tert-butyl ester), B(F)(F)F.CCOCC (BF3.OEt2). The solvent is benzene-ether, [OH-].[Na+] (NaOH). Run at time 1 hour. Product: C(C)(C)(C)OC(=O)N1CCC(CC1)(CO)F (4-fluoro-4-(hydroxymethyl)piperidinecarboxylic acid tert-butyl ester). Reaction SMILES: [C:1]([O:5][C:6]([N:8]1[CH2:15][CH2:14][C:11]2([O:13][CH2:12]2)[CH2:10][CH2:9]1)=[O:7])([CH3:4])([CH3:3])[CH3:2].B(F)(F)[F:17].CCOCC>[OH-].[Na+]>[C:1]([O:5][C:6]([N:8]1[CH2:15][CH2:14][C:11]([F:17])([CH2:12][OH:13])[CH2:10][CH2:9]1)=[O:7])([CH3:4])([CH3:3])[CH3:2] |f:1.2,3.4|. Procedure: A mixed solution of 6-aza-1-oxaspiro[2.5]octane-6-carboxylic acid tert-butyl ester (10.0 g, 46.9 mmol) in benzene-ether (2:1) (750 mL) was cooled to 0° C., and after adding BF3.OEt2 (29.6 mL, 234 mmol) to the solution, it was stirred 1 hour. The reaction mixture was poured into ice-cooled 1N NaOH (500 ml) and stirred. After extraction with AcOEt (500 ml×3 times), the extract was washed with water and then with saturated brine, and finally dried over anhydrous MgSO4. The solvent was distilled off... Reactants: C(#N)C1=CC=C(C=C1)S(=O)(=O)Cl (4-Cyanobenzenesulfonyl chloride), N1C=CC=2C(=NC=CC21)N2CCN(CC2)C(=O)OC(C)(C)C (tert-butyl 4-(1H-pyrrolo[3,2-c]pyridin-4-yl)piperazine-1-carboxylate). Yields the product Cl.N1(CCNCC1)C1=NC=CC2=C1C=CN2S(=O)(=O)C2=CC=C(C#N)C=C2 (4-(4-Piperazin-1-yl-pyrrolo[3,2-c]pyridine-1-sulfonyl)-benzonitrile hydrochloride). Reaction SMILES: [C:1]([C:3]1[CH:8]=[CH:7][C:6]([S:9]([Cl:12])(=[O:11])=[O:10])=[CH:5][CH:4]=1)#[N:2].[NH:13]1[C:21]2[CH:20]=[CH:19][N:18]=[C:17]([N:22]3[CH2:27][CH2:26][N:25](C(OC(C)(C)C)=O)[CH2:24][CH2:23]3)[C:16]=2[CH:15]=[CH:14]1>>[ClH:12].[N:22]1([C:17]2[C:16]3[CH:15]=[CH:14][N:13]([S:9]([C:6]4[CH:7]=[CH:8][C:3]([C:1]#[N:2])=[CH:4][CH:5]=4)(=[O:11])=[O:10])[C:21]=3[CH:20]=[CH:19][N:18]=2)[CH2:23][CH2:24][NH:25][CH2:26][CH2:27]1 |f:2.3|. Procedure details: 4-Cyanobenzenesulfonyl chloride (26.0 mg) was added to tert-butyl 4-(1H-pyrrolo[3,2-c]pyridin-4-yl)piperazine-1-carboxylate the title compound (9.1 mg). LC/MS RT: 1.150 (System 10 till 40% MeCN over 1.5 min, ACE C8), Purity. 93%. MS: 369 (M+1) 1HNMR (CD3OD) δ ppm 3.50 (m, 4H) 4.08 (m, 4H) 7.29 (d, J=3.71 Hz, 2H) 7.98 (m, 4H) 8.29 (d, J=8.66 Hz, 2H). Starting materials: CC(C)(C)C(=O)Cl, CC(N)C(Oc1ccc2c(cnn2-c2ccc(F)cc2)c1)c1ccccc1. Yields the product CC(NC(=O)C(C)(C)C)C(Oc1ccc2c(cnn2-c2ccc(F)cc2)c1)c1ccccc1. RXN SMILES: [CH3:28][C:29]([C:30](=[O:31])[Cl:32])([CH3:33])[CH3:34].[F:1][c:2]1[cH:3][cH:4][c:5](-[n:8]2[n:9][cH:10][c:11]3[cH:12][c:13]([O:17][CH:18]([CH:19]([CH3:20])[NH2:21])[c:22]4[cH:23][cH:24][cH:25][cH:26][cH:27]4)[cH:14][cH:15][c:16]23)[cH:6][cH:7]1>>[F:1][c:2]1[cH:3][cH:4][c:5](-[n:8]2[n:9][cH:10][c:11]3[cH:12][c:13]([O:17][CH:18]([CH:19]([CH3:20])[NH:21][C:30]([C:29]([CH3:28])([CH3:33])[CH3:34])=[O:31])[c:22]4[cH:23][cH:24][cH:25][cH:26][cH:27]4)[cH:14][cH:15][c:16]23)[cH:6][cH:7]1.